Task: describe an organic reaction: reactants, conditions, products, and yield. Dataset: the Open Reaction Database (ORD), a public repository of structured organic reaction records Reactants: FC=1C=C(C=CC1O)CC(=O)O (2-(3-fluoro-4-hydroxyphenyl)acetic acid), B (borane), CO (CH3OH). The solvent is C1CCOC1 (THF). Conditions: time 12 hour. Product: FC1=C(C=CC(=C1)CCO)O (2-Fluoro-4-(2-hydroxy-ethyl)-phenol). Isolated yield 94.5%. As a reaction SMILES: [F:1][C:2]1[CH:3]=[C:4]([CH2:9][C:10](O)=[O:11])[CH:5]=[CH:6][C:7]=1[OH:8].B.CO>C1COCC1>[F:1][C:2]1[CH:3]=[C:4]([CH2:9][CH2:10][OH:11])[CH:5]=[CH:6][C:7]=1[OH:8]. Procedure details: To a solution of 2-(3-fluoro-4-hydroxyphenyl)acetic acid (9.8 g, 57.6 mmol) in THF (500 mL) was added dropwise 57.6 mL of borane (10M in Me2S) at room temperature. The reaction mixture was stirred at room temperature for 12 hours. The reaction mixture was added to CH3OH and was concentrated under reduced pressure. The residue was partitioned between EtOAc (800 mL) and water (100 mL). The organic layer was dried and concentrated to dryness to give the title product (8.5 g, 76%). Starting materials: 20, ClC1=C(C=C(C=C1)[N+](=O)[O-])Cl (1,2-dichloro-4-nitrobenzene), 28, [OH-].[K+] (potassium hydroxide), FC1=CC=C(C=C1)C(C#N)C (4-fluoro-α-methylbenzeneacetonitrile). The solvent is N1=CC=CC=C1 (pyridine), N1=CC=CC=C1 (pyridine). Reaction conditions: temperature 5 celsius, time 10 hour. Product: 15, ClC1=C(C=CC(=C1)[N+](=O)[O-])C(C#N)(C1=CC=C(C=C1)F)C (α-(2-chloro-4-nitrophenyl)-4-fluoro-α-methylbenzeneacetonitrile). As a reaction SMILES: Cl[C:2]1[CH:7]=[CH:6][C:5]([N+:8]([O-:10])=[O:9])=[CH:4][C:3]=1[Cl:11].[OH-].[K+].[F:14][C:15]1[CH:20]=[CH:19][C:18]([CH:21]([CH3:24])[C:22]#[N:23])=[CH:17][CH:16]=1>N1C=CC=CC=1>[Cl:11][C:3]1[CH:4]=[C:5]([N+:8]([O-:10])=[O:9])[CH:6]=[CH:7][C:2]=1[C:21]([CH3:24])([C:18]1[CH:19]=[CH:20][C:15]([F:14])=[CH:16][CH:17]=1)[C:22]#[N:23] |f:1.2|. Reported procedure: To a stirred solution of 20 parts of 1,2-dichloro-4-nitrobenzene in 160 parts of pyridine was added a paste of 28 parts of solid potassium hydroxide and 40 parts of pyridine. After cooling to 5° C., there was added dropwise 15.6 parts of 4-fluoro-α-methylbenzeneacetonitrile. Upon completion, the whole was further stirred for 10 hours at -5° C. The cooling bath was removed and the reaction mixture was diluted with 80 parts of benzene. The whole was filtered and the filtrate was evaporated. The re... Starting materials: CC(C)C[AlH]CC(C)C (DIBAL), ClCCl (dichloromethane), ClC1=CC=C2C=CC(=NC2=C1)/C=C/C=1C=C(CO)C=CC1 (3-[2(E)-(7-chloroquinolin-2-yl)ethenyl]benzyl alcohol). Solvent: C1(=CC=CC=C1)C (toluene). Run at temperature -70 celsius. Product: N1=C(C=CC=C1)/C=C/C=1C=C(CO)C=CC1 (3-[2(E)-(2-Pyridyl)ethenyl]benzyl alcohol). As a reaction SMILES: ClC1C=[C:10]2[C:5]([CH:6]=[CH:7][C:8](/[CH:12]=[CH:13]/[C:14]3[CH:15]=[C:16]([CH:19]=[CH:20][CH:21]=3)[CH2:17][OH:18])=[N:9]2)=CC=1.CC(C[AlH]CC(C)C)C.ClCCl>C1(C)C=CC=CC=1>[N:9]1[CH:10]=[CH:5][CH:6]=[CH:7][C:8]=1/[CH:12]=[CH:13]/[C:14]1[CH:15]=[C:16]([CH:19]=[CH:20][CH:21]=1)[CH2:17][OH:18]. Reported procedure: The methyl benzoate (Example 37b part ii) (2.25 g, 9.4 mmol) was dissolved in dry toluene (60 ml) and cooled to -70° C. under nitrogen. 1M DIBAL in dichloromethane (18.8 ml, 18.8 mmol) was added over 15 minutes and the reaction mixture allowed to warm up to -30° C. for 30 minutes. The reaction was quenched by careful addition of methanol (8 ml), then water, and after filtration through Celite the organic phase was evaporated in vacuo.